describe an organic reaction: reactants, conditions, products, and yield From a dataset of the Open Reaction Database (ORD), a public repository of structured organic reaction records. Starting materials: mixture, N(=C=O)C1CC(CCC1)CN=C=O ((3-isocyanatocyclohexyl) methylisocyanate), N(=C=O)C1CCC(CC1)CN=C=O ((4-isocyanatocyclohexyl)methylisocyanate). The product is NC1CC(CCC1)CN ((3-aminocyclohexyl) methylamine), NC1CCC(CC1)CN ((4-aminocyclohexyl)methylamine). Reaction SMILES: [N:1]([CH:4]1[CH2:9][CH2:8][CH2:7][CH:6]([CH2:10][N:11]=C=O)[CH2:5]1)=C=O.[N:14]([CH:17]1[CH2:22][CH2:21][CH:20]([CH2:23][N:24]=C=O)[CH2:19][CH2:18]1)=C=O>>[NH2:1][CH:4]1[CH2:9][CH2:8][CH2:7][CH:6]([CH2:10][NH2:11])[CH2:5]1.[NH2:14][CH:17]1[CH2:22][CH2:21][CH:20]([CH2:23][NH2:24])[CH2:19][CH2:18]1. Procedure details: To a flask similar to that used in Example 12, there were added 10.0 g (0.056 mole) of a mixture of (3-isocyanatocyclohexyl) methylisocyanate and (4-isocyanatocyclohexyl)methylisocyanate (obtained by phosgenation of a mixture of (3-aminocyclohexyl) methylamine and (4-aminocyclohexyl)methylamine; hereunder referred to as "ICMI") and 3.3 g of butyl acetate to dissolve the former in the latter and the temperature was adjusted to 25° C. with stirring in a nitrogen gas blanket. 0.4 g (3.2×10-4 mole) ... Starting materials: CCC(C)C(CN(C(=O)C1CC1c1ccccn1)c1ccc(-c2ccc(COC)cc2)cc1)NC(=O)OC(C)(C)C, ClCCl, Cl, C1COCCO1. The product is CCC(C)C(N)CN(C(=O)C1CC1c1ccccn1)c1ccc(-c2ccc(COC)cc2)cc1. Reaction SMILES: [C:1]([O:2][C:3](=[O:4])[NH:7][CH:8]([CH:9]([CH2:10][CH3:11])[CH3:12])[CH2:13][N:14]([C:15](=[O:16])[CH:17]1[CH:18]([c:20]2[n:21][cH:22][cH:23][cH:24][cH:25]2)[CH2:19]1)[c:26]1[cH:27][cH:28][c:29](-[c:32]2[cH:33][cH:34][c:35]([CH2:38][O:39][CH3:40])[cH:36][cH:37]2)[cH:30][cH:31]1)([CH3:5])([CH3:6])[CH3:41].[Cl:42][CH2:43][Cl:44].[ClH:45].[O:46]1[CH2:47][CH2:48][O:49][CH2:50][CH2:51]1>>[NH2:7][CH:8]([CH:9]([CH2:10][CH3:11])[CH3:12])[CH2:13][N:14]([C:15](=[O:16])[CH:17]1[CH:18]([c:20]2[n:21][cH:22][cH:23][cH:24][cH:25]2)[CH2:19]1)[c:26]1[cH:27][cH:28][c:29](-[c:32]2[cH:33][cH:34][c:35]([CH2:38][O:39][CH3:40])[cH:36][cH:37]2)[cH:30][cH:31]1. Reactants: C(C)N(C(OC1=CC=C(C=C1)C)=O)CC (4-methylphenyl diethylcarbamate), CON(C(CCCCOC1=CC=CC=C1)=O)C (N-methoxy-N-methyl-5-phenoxypentanamide). Yields the product C(C)N(C(OC1=C(C=C(C=C1)C)C(CCCCOC1=CC=CC=C1)=O)=O)CC (2-(1-Oxo-5-phenoxypentyl)-4-methylphenyl diethylcarbamate). Reaction SMILES: [CH2:1]([N:3]([CH2:14][CH3:15])[C:4](=[O:13])[O:5][C:6]1[CH:11]=[CH:10][C:9]([CH3:12])=[CH:8][CH:7]=1)[CH3:2].CON(C)[C:19](=[O:31])[CH2:20][CH2:21][CH2:22][CH2:23][O:24][C:25]1[CH:30]=[CH:29][CH:28]=[CH:27][CH:26]=1>>[CH2:14]([N:3]([CH2:1][CH3:2])[C:4](=[O:13])[O:5][C:6]1[CH:11]=[CH:10][C:9]([CH3:12])=[CH:8][C:7]=1[C:19](=[O:31])[CH2:20][CH2:21][CH2:22][CH2:23][O:24][C:25]1[CH:30]=[CH:29][CH:28]=[CH:27][CH:26]=1)[CH3:15]. Procedure details: The title compound was prepared from 4-methylphenyl diethylcarbamate and N-methoxy-N-methyl-5-phenoxypentanamide following the same procedure used in Example F. Reactants: S1C(=CC=C1)C(=S)N ((thien-2-yl)thiocarboxamide), COC(CBr)OC (bromoacetaldehyde dimethyl acetal), Cl (hydrochloric acid). Solvent: C(C)O (ethanol). Yields the product S1C(=CC=C1)C=1SC=CN1 (2-(thien-2-yl)thiazole). The yield is 168.3%. Reaction SMILES: [S:1]1[CH:5]=[CH:4][CH:3]=[C:2]1[C:6]([NH2:8])=[S:7].CO[CH:11](OC)[CH2:12]Br.Cl>C(O)C>[S:1]1[CH:5]=[CH:4][CH:3]=[C:2]1[C:6]1[S:7][CH:11]=[CH:12][N:8]=1. Procedure details: In a manner similar to Step B of Example 1, the reaction of 13.3 grams (0.027 mole) of (thien-2-yl)thiocarboxamide with 16.0 grams (0.0945 mole) of bromoacetaldehyde dimethyl acetal and 2 ml of concentrated hydrochloric acid in 250 ml of ethanol yielded 7.6 grams of 2-(thien-2-yl)thiazole as an oil. Reactants: C1CCOC1 (THF), COC1=CC=C(C=C1)C1=C(OC=2N=CN=C(C21)NC=2C=C(C=CC2)CC(=O)NN)C2=CC=CC=C2 (2-(3-{[5-(4-methoxyphenyl)-6-phenylfuro[2,3-d]pyrimidin-4-yl]amino}phenyl)acetic hydrazide), N,N′-carbonyldiimidazole, O (water). Yields the product COC1=CC=C(C=C1)C1=C(OC=2N=CN=C(C21)NC=2C=C(CC1=NNC(O1)=O)C=CC2)C2=CC=CC=C2 (5-(3-{[5-(4-Methoxyphenyl)-6-phenylfuro[2,3-d]pyrimidin-4-yl]amino}benzyl)-1,3,4-oxadiazol-2(3H)-one). As a reaction SMILES: [CH3:1][O:2][C:3]1[CH:8]=[CH:7][C:6]([C:9]2[C:17]3[C:16]([NH:18][C:19]4[CH:20]=[C:21]([CH2:25][C:26]([NH:28][NH2:29])=[O:27])[CH:22]=[CH:23][CH:24]=4)=[N:15][CH:14]=[N:13][C:12]=3[O:11][C:10]=2[C:30]2[CH:35]=[CH:34][CH:33]=[CH:32][CH:31]=2)=[CH:5][CH:4]=1.O.C1C[O:40][CH2:39]C1>>[CH3:1][O:2][C:3]1[CH:4]=[CH:5][C:6]([C:9]2[C:17]3[C:16]([NH:18][C:19]4[CH:20]=[C:21]([CH:22]=[CH:23][CH:24]=4)[CH2:25][C:26]4[O:27][C:39](=[O:40])[NH:29][N:28]=4)=[N:15][CH:14]=[N:13][C:12]=3[O:11][C:10]=2[C:30]2[CH:35]=[CH:34][CH:33]=[CH:32][CH:31]=2)=[CH:7][CH:8]=1. Procedure details: Heat 0.85 mg (0.183 mmol) of 2-(3-{[5-(4-methoxyphenyl)-6-phenylfuro[2,3-d]pyrimidin-4-yl]amino}phenyl)acetic hydrazide and 35.5 mg (0.219 mmol) of N,N′-carbonyldiimidazole under reflux in 3 ml of THF for 2 h. After cooling to RT, add to water and extract repeatedly with dichloromethane. Dry the combined organic phases over magnesium sulphate and concentrate under reduced pressure. 79.9 mg (89% of theory) of the target product are obtained as a beige solid.